This data is from the Open Reaction Database (ORD), a public repository of structured organic reaction records. The task is: describe an organic reaction: reactants, conditions, products, and yield RXN SMILES: C(O[C:6]([N:8]1[CH2:17][CH2:16][C:15]2[C:10](=[CH:11][C:12]([O:20][CH3:21])=[C:13]([O:18][CH3:19])[CH:14]=2)[CH:9]1[CH3:22])=O)(C)(C)C.BrC[CH2:25][CH2:26][CH2:27][C:28]12[CH2:39][CH2:38][CH2:37][C:35]3[C:36]1=[C:31]([CH:32]=[CH:33][CH:34]=3)[NH:30][C:29]2=[O:40].C(=O)([O-])[O-].[K+].[K+].C(OCC)(=O)C>CO.Cl>[CH3:19][O:18][C:13]1[CH:14]=[C:15]2[C:10](=[CH:11][C:12]=1[O:20][CH3:21])[CH:9]([CH3:22])[N:8]([CH2:6][CH2:25][CH2:26][CH2:27][C:28]13[CH2:39][CH2:38][CH2:37][C:35]4[C:36]1=[C:31]([CH:32]=[CH:33][CH:34]=4)[NH:30][C:29]3=[O:40])[CH2:17][CH2:16]2 |f:2.3.4,6.7|. Reactants: C(C)(=O)OCC (ethyl acetate), BrCCCCC12C(NC=3C=CC=C(C13)CCC2)=O (2a-(4-bromobutyl)-2a,3,4,5-tetrahydro-1H-benz[cd]indole-2-one), C([O-])([O-])=O.[K+].[K+] (potassium carbonate), C(C)(C)(C)OC(=O)N1C(C2=CC(=C(C=C2CC1)OC)OC)C (2-t-Butoxycarbonyl-6,7-dimethoxy-1-methyl-1,2,3,4-tetrahydro-isoquinoline). Product: COC=1C=C2CCN(C(C2=CC1OC)C)CCCCC12C(NC=3C=CC=C(C13)CCC2)=O (2a-(4-(6,7-Dimethoxy-1-methyl-1,2,3,4-tetrahydro-isoquinolin-2-yl)-butyl)-2a,3,4,5-tetrahydro-1H-benz[cd]indol-2-one). The solvent is CO.Cl (hydrochloric acid methanol). Reported procedure: 2-t-Butoxycarbonyl-6,7-dimethoxy-1-methyl-1,2,3,4-tetrahydro-isoquinoline (190 mg, 0.61 mmol) was dissolved in hydrochloric acid methanol solution (4 ml) and stirred at room temperature for 2.5 hours. The residue obtained by evaporating the solvent from the reaction solution under a reduced pressure was dissolved in anhydrous N,N-dimethylformamide (2 ml), and the solution was mixed with 2a-(4-bromobutyl)-2a,3,4,5-tetrahydro-1H-benz[cd]indole-2-one (190 mg, 0.61 mmol) and potassium carbonate (250... Conditions: time 2.5 hour. Reactants: C(CCCC)C=1C(CC(C1)O)=O (2-n-pentyl-4-hydroxy-2-cyclopentenone), C(CCCC)C(C1=CC=CO1)O (α-n-pentylfurfuryl alcohol). Solvent: O (water). Run at temperature 100 celsius. Yields the product C(CCCC)C1C(C=CC1O)=O (2-n-pentyl-3-hydroxy-4-cyclopentenone). RXN SMILES: [CH2:1]([CH:6](O)[C:7]1[O:11][CH:10]=[CH:9][CH:8]=1)[CH2:2][CH2:3][CH2:4][CH3:5].C(C1C(=O)CC([OH:23])C=1)CCCC>O>[CH2:1]([CH:6]1[CH:7]([OH:11])[CH:8]=[CH:9][C:10]1=[O:23])[CH2:2][CH2:3][CH2:4][CH3:5]. Procedure: In the same flask as used in Example 1, there were charged α-n-pentylfurfuryl alcohol (I-3) (33.6 g) and water (1680 g), and the mixture was stirred at 100° C. while adjusting to a pH of 4.6-5.0. The reaction mixture was treated in the same manner as in Example 1 to give a mixture (29.2 g) of 2-n-pentyl-3-hydroxy-4-cyclopentenone (II-3) and 2-n-pentyl-4-hydroxy-2-cyclopentenone (III-3). Yield, 87%. Reactants: [OH-].[Na+] (sodium hydroxide), COCCOCOC1=CC=C(C(=O)OC)C=C1 (methyl 4-(2-methoxyethoxymethoxy)benzoate), Cl (hydrochloric acid). Solvent: C(C)(=O)OCC (ethyl acetate), O1CCCC1 (tetrahydrofuran), O (water), CO (methanol). Reaction conditions: temperature 40 celsius, time 18 hour. The product is COCCOCOC1=CC=C(C(=O)O)C=C1 (4-(2-methoxyethoxy-methoxy)benzoic acid). The yield is 94.3%. RXN SMILES: [OH-].[Na+].[CH3:3][O:4][CH2:5][CH2:6][O:7][CH2:8][O:9][C:10]1[CH:19]=[CH:18][C:13]([C:14]([O:16]C)=[O:15])=[CH:12][CH:11]=1.Cl>O1CCCC1.O.CO.C(OCC)(=O)C>[CH3:3][O:4][CH2:5][CH2:6][O:7][CH2:8][O:9][C:10]1[CH:19]=[CH:18][C:13]([C:14]([OH:16])=[O:15])=[CH:12][CH:11]=1 |f:0.1|. Reported procedure: 15 g (375 mmol) of sodium hydroxide powder are added to a solution of 18 g (75 mmol) of methyl 4-(2-methoxyethoxymethoxy)benzoate in 250 ml of tetrahydrofuran, 80 ml of water and 30 ml of methanol. The reaction medium is stirred at 40° C. for 18 h then hydrolysed, diluted with ethyl acetate and brought to pH=6 with an aqueous solution of hydrochloric acid having a concentration of 1N. After extracting with ethyl acetate, the organic phase is washed with water then with a saturated aqueous soluti... Reactants: C(C)OCC (diethyl ether), C1(=CC=CC=C1)[Mg]Br (phenylmagnesium bromide), COC1=CC=C(C=C1)C(C#N)O[Si](C)(C)C ((4-methoxyphenyl)-trimethylsilanyloxy-acetonitrile), C(C)OCC (diethyl ether). Conditions: time 2 hour. Yields the product COC1=CC=C(C=C1)C(C(=O)C1=CC=CC=C1)O[Si](C)(C)C (2-(4-methoxyphenyl)-1-phenyl-2-trimethylsilanyloxy-ethanone). The yield is 85.0%. Reaction SMILES: [C:1]1([Mg]Br)[CH:6]=[CH:5][CH:4]=[CH:3][CH:2]=1.[CH3:9][O:10][C:11]1[CH:16]=[CH:15][C:14]([CH:17]([O:20][Si:21]([CH3:24])([CH3:23])[CH3:22])[C:18]#N)=[CH:13][CH:12]=1.C([O:27]CC)C>>[CH3:9][O:10][C:11]1[CH:16]=[CH:15][C:14]([CH:17]([O:20][Si:21]([CH3:24])([CH3:23])[CH3:22])[C:18]([C:1]2[CH:6]=[CH:5][CH:4]=[CH:3][CH:2]=2)=[O:27])=[CH:13][CH:12]=1. Reported procedure: To a diluted solution of 3.0 M phenylmagnesium bromide (Aldrich, 39 mL, 0.12 mol) in anhydrous diethyl ether (500 mL) was slowly added a solution of (4-methoxyphenyl)-trimethylsilanyloxy-acetonitrile (36.13 g, 0.11 mol), which obtained in Step 1, in anhydrous diethyl ether (50 mL) at 4° C. After addition was complete, the reaction solution was elevated to room temperature and stirred for 2 hours. The reaction was quenched by slow addition of 3N HCl solution (200 ml). After separation of an organ...